Task: describe an organic reaction: reactants, conditions, products, and yield. Dataset: the Open Reaction Database (ORD), a public repository of structured organic reaction records Starting materials: COC(=O)[C@H]1N(CC[C@H]1OC)C(=O)OC(C)(C)C ((2S,3R)-3-methoxy-pyrrolidine-1,2-dicarboxylic acid 1-tert-butyl ester 2-methyl ester), [Li+].[OH-] (LiOH), [Li+].[OH-] (LiOH). Solvent: C1CCOC1 (THF), O (water), O (Water). Conditions: time 40 hour. Product: C(C)(C)(C)OC(=O)N1[C@@H]([C@@H](CC1)OC)C(=O)O ((2S,3R)-3-Methoxy-pyrrolidine-1,2-dicarboxylic acid 1-tert-butyl ester). RXN SMILES: C[O:2][C:3]([C@@H:5]1[C@H:9]([O:10][CH3:11])[CH2:8][CH2:7][N:6]1[C:12]([O:14][C:15]([CH3:18])([CH3:17])[CH3:16])=[O:13])=[O:4].[Li+].[OH-]>C1COCC1.O>[C:15]([O:14][C:12]([N:6]1[CH2:7][CH2:8][C@@H:9]([O:10][CH3:11])[C@H:5]1[C:3]([OH:4])=[O:2])=[O:13])([CH3:18])([CH3:16])[CH3:17] |f:1.2|. Procedure: To a solution of (2S,3R)-3-methoxy-pyrrolidine-1,2-dicarboxylic acid 1-tert-butyl ester 2-methyl ester (150 mg, 0.578 mmol) in THF (4 mL) and water (2.0 mL) was added LiOH (69.3 mg, 2.89 mmol) and the reaction mixture was stirred at RT for 40 h. Another aliquot of LiOH was added (69.3 mg, 2.89 mmol). Stirring was continued at RT for 60 h and subsequently at 50° C. for 16 h to complete the reaction. Water was added and volatiles were removed under reduced pressure. The aqueous phase was adjusted ... Starting materials: O=C(O)c1ccccc1C(=O)c1ccc(Cl)c([N+](=O)[O-])c1, [Na+], C1COCCO1, [OH-]. The product is O=C(O)c1ccccc1C(=O)c1ccc(O)c([N+](=O)[O-])c1. RXN SMILES: [Cl:1][c:2]1[c:3]([N+:19](=[O:20])[O-:21])[cH:4][c:5]([C:6](=[O:7])[c:8]2[c:9]([C:10](=[O:11])[OH:12])[cH:13][cH:14][cH:15][cH:16]2)[cH:17][cH:18]1.[Na+:23].[O:24]1[CH2:25][CH2:26][O:27][CH2:28][CH2:29]1.[OH-:22]>>[c:2]1([OH:22])[c:3]([N+:19](=[O:20])[O-:21])[cH:4][c:5]([C:6](=[O:7])[c:8]2[c:9]([C:10](=[O:11])[OH:12])[cH:13][cH:14][cH:15][cH:16]2)[cH:17][cH:18]1. The reactants are O (water), C(C)(C)(C)NC1=NC=CC(=C1)C=1C(=NN(C1)CC1=CC=C(C=C1)OC)C=1C=C(C=CC1)NC(=O)NC1=CC=C(C=C1)C(F)(F)F (1-(3-{4-[2-(tert-butylamino)pyridin-4-yl]-1-(4-methoxybenzyl)-1H-pyrazol-3-yl}phenyl)-3-[4-(trifluoromethyl)phenyl]urea), C(=O)(O)[O-].[Na+] (NaHCO3). The solvent is FC(C(=O)O)(F)F (trifluoroacetic acid). Run at temperature 70 celsius. Yields the product NC1=NC=CC(=C1)C=1C(=NNC1)C=1C=C(C=CC1)NC(=O)NC1=CC=C(C=C1)C(F)(F)F (1-{3-[4-(2-aminopyridin-4-yl)-1H-pyrazol-3-yl]phenyl}-3-[4-(trifluoromethyl)-phenyl]urea). Yield: 71.3%. Reaction SMILES: C([NH:5][C:6]1[CH:11]=[C:10]([C:12]2[C:13]([C:26]3[CH:27]=[C:28]([NH:32][C:33]([NH:35][C:36]4[CH:41]=[CH:40][C:39]([C:42]([F:45])([F:44])[F:43])=[CH:38][CH:37]=4)=[O:34])[CH:29]=[CH:30][CH:31]=3)=[N:14][N:15](CC3C=CC(OC)=CC=3)[CH:16]=2)[CH:9]=[CH:8][N:7]=1)(C)(C)C.O.C([O-])(O)=O.[Na+]>FC(F)(F)C(O)=O>[NH2:5][C:6]1[CH:11]=[C:10]([C:12]2[C:13]([C:26]3[CH:27]=[C:28]([NH:32][C:33]([NH:35][C:36]4[CH:41]=[CH:40][C:39]([C:42]([F:44])([F:45])[F:43])=[CH:38][CH:37]=4)=[O:34])[CH:29]=[CH:30][CH:31]=3)=[N:14][NH:15][CH:16]=2)[CH:9]=[CH:8][N:7]=1 |f:2.3|. Procedure details: 100 mg (0.16 mmol) of 1-(3-{4-[2-(tert-butylamino)pyridin-4-yl]-1-(4-methoxybenzyl)-1H-pyrazol-3-yl}phenyl)-3-[4-(trifluoromethyl)phenyl]urea were dissolved in 5 ml of trifluoroacetic acid and the mixture heated at 70° C. under stirring. After 16 hours the solution was poured into icy water, neutralized with aqueous NaHCO3 and extracted with dichloromethane. The organic layer was then dried over Na2SO4 and evaporated to dryness. The product was purified by chromatography on a silica gel column e... Reported procedure: The subtitle compound was prepared by the method of example 2 step (ii) using the product of step (i) and 5-chloro-2-methoxybenzene boronic acid. The product is ClC=1C=CC(=C(C1)C1=CC=C(C=C1)S(=O)(=O)C1=CC=C(C=C1)F)OC (5-chloro-4′-[(4-fluorophenyl)sulfonyl]-2-methoxybiphenyl). Reaction SMILES: [F:1][C:2]1[CH:7]=[CH:6][C:5]([S:8]([C:11]2[CH:16]=[CH:15][C:14](Br)=[CH:13][CH:12]=2)(=[O:10])=[O:9])=[CH:4][CH:3]=1.[Cl:18][C:19]1[CH:20]=[CH:21][C:22]([O:28][CH3:29])=[C:23](B(O)O)[CH:24]=1>>[Cl:18][C:19]1[CH:24]=[CH:23][C:22]([O:28][CH3:29])=[C:21]([C:14]2[CH:15]=[CH:16][C:11]([S:8]([C:5]3[CH:6]=[CH:7][C:2]([F:1])=[CH:3][CH:4]=3)(=[O:10])=[O:9])=[CH:12][CH:13]=2)[CH:20]=1. Reactants: FC1=CC=C(C=C1)S(=O)(=O)C1=CC=C(C=C1)Br (4-bromophenyl 4-fluorophenyl sulfone), ClC=1C=CC(=C(C1)B(O)O)OC (5-chloro-2-methoxybenzene boronic acid). Starting materials: CCN(CC)P1(=NC(C)(C)C)N(CCCN1C)C (BEMP), crude material, C(#N)C1=CC=C(C2=CC=CC=C12)N[C@@H](C(=O)NNC(C1=CC=CC=C1)=O)[C@H](C)O (N′-((2R,3S)-2-(4-cyanonaphthalen-1-ylamino)-3-hydroxybutanoyl)benzohydrazide), C(#N)C1=CC=C(C2=CC=CC=C12)N[C@@H](C(=O)NNC(C1=CC=CC=C1)=O)[C@H](C)O (N′-((2R,3S)-2-(4-cyanonaphthalen-1-ylamino)-3-hydroxybutanoyl)benzohydrazide), CCN(CC)P1(=NC(C)(C)C)N(CCCN1C)C (BEMP). Run in C1CCOC1 (THF). The product is O[C@H]([C@H](C=1OC(=NN1)C1=CC=CC=C1)NC1=CC=C(C2=CC=CC=C12)C#N)C (4-((1R,2S)-2-hydroxy-1-(5-phenyl-1,3,4-oxadiazol-2-yl)propylamino)-1-naphthonitrile). The yield is 27.9%. As a reaction SMILES: [C:1]([C:3]1[C:12]2[C:7](=[CH:8][CH:9]=[CH:10][CH:11]=2)[C:6]([NH:13][C@H:14]([C@@H:27]([OH:29])[CH3:28])[C:15]([NH:17][NH:18][C:19](=O)[C:20]2[CH:25]=[CH:24][CH:23]=[CH:22][CH:21]=2)=[O:16])=[CH:5][CH:4]=1)#[N:2].CCN(P1(N(C)CCCN1C)=NC(C)(C)C)CC>C1COCC1>[OH:29][C@@H:27]([CH3:28])[C@@H:14]([NH:13][C:6]1[C:7]2[C:12](=[CH:11][CH:10]=[CH:9][CH:8]=2)[C:3]([C:1]#[N:2])=[CH:4][CH:5]=1)[C:15]1[O:16][C:19]([C:20]2[CH:21]=[CH:22][CH:23]=[CH:24][CH:25]=2)=[N:18][N:17]=1. Procedure: The crude material of N′-((2R,3S)-2-(4-cyanonaphthalen-1-ylamino)-3-hydroxybutanoyl)benzohydrazide (intermediate 13b) (602 mg, 1.5501 mmol) was added to THF (100 mL) stirred at room temperature. PS-BEMP (2.11 g, 4.65 mol base) was added to the solution followed by slow addition of p-TSCl (355 mg, 1.8601 mmol). The reaction mixture was stirred for 2 h and the progress of the reaction was monitored by TLC. After the completion of the reaction the BEMP reagent was filtered off and the solution conc... Starting materials: CCOC(=O)Cn1c(-c2ccccc2Cl)nc2cccnc21, CCO, [Na+], [OH-], O. Product: O=C(O)Cn1c(-c2ccccc2Cl)nc2cccnc21. RXN SMILES: [CH2:1]([CH3:2])[O:3][C:4]([CH2:5][n:6]1[c:7](-[c:15]2[c:16]([Cl:21])[cH:17][cH:18][cH:19][cH:20]2)[n:8][c:9]2[c:10]1[n:11][cH:12][cH:13][cH:14]2)=[O:22].[CH2:26]([OH:27])[CH3:28].[Na+:24].[OH-:23].[OH2:25]>>[O:3]=[C:4]([CH2:5][n:6]1[c:7](-[c:15]2[c:16]([Cl:21])[cH:17][cH:18][cH:19][cH:20]2)[n:8][c:9]2[c:10]1[n:11][cH:12][cH:13][cH:14]2)[OH:22]. Reactants: CC=1SC2=C(CCC=3C=NC(=NC23)NC2=CC(=CC=C2)[N+](=O)[O-])N1 ((2-methyl-4,5-dihydro-thiazolo[4,5-h]quinazolin-8-yl)-(3-nitro-phenyl)-amine), [H-].[Na+] (NaH), IC (iodomethane). Solvent: CN(C)C=O (DMF). Reaction conditions: time 8 hour. Yields the product CN(C1=CC(=CC=C1)[N+](=O)[O-])C1=NC=2C3=C(CCC2C=N1)N=C(S3)C (Methyl-(2-methyl-4,5-dihydro-thiazolo[4,5-h]quinazolin-8-yl)-(3-nitro-phenyl)-amine). The yield is 37.7%. RXN SMILES: [CH3:1][C:2]1[S:3][C:4]2[C:13]3[N:12]=[C:11]([NH:14][C:15]4[CH:20]=[CH:19][CH:18]=[C:17]([N+:21]([O-:23])=[O:22])[CH:16]=4)[N:10]=[CH:9][C:8]=3[CH2:7][CH2:6][C:5]=2[N:24]=1.[H-].[Na+].I[CH3:28]>CN(C=O)C>[CH3:28][N:14]([C:11]1[N:10]=[CH:9][C:8]2[CH2:7][CH2:6][C:5]3[N:24]=[C:2]([CH3:1])[S:3][C:4]=3[C:13]=2[N:12]=1)[C:15]1[CH:20]=[CH:19][CH:18]=[C:17]([N+:21]([O-:23])=[O:22])[CH:16]=1 |f:1.2|. Reported procedure: To a solution of (2-methyl-4,5-dihydro-thiazolo[4,5-h]quinazolin-8-yl)-(3-nitro-phenyl)-amine (100 mg, 0.3 mmol) in dry DMF (2 mL) was added NaH (7.8 mg, 0.3 mmol) under anhydrous conditions. Once H2 evolution had ceased, iodomethane (22 μL, 50 mg, 0.4 mmol) was added dropwise and the mixture was stirred at room temperature overnight. It was then concentrated under vacuum and H2O (20 mL) was added. The product was extracted with CH2Cl2 (3×30 mL). The combined extracts were dried, filtered, and c... Starting materials: CCCCP(CCCC)CCCC, Cc1cc(O)cc(C)c1-c1cccc(COC2CCCCO2)c1, Cc1ccccc1, CCCCCC, O=C(N=NC(=O)N1CCCCC1)N1CCCCC1, OCc1ccccc1. Product: Cc1cc(OCc2ccccc2)cc(C)c1-c1cccc(COC2CCCCO2)c1. As a reaction SMILES: [CH2:32]([P:33]([CH2:34][CH2:35][CH2:36][CH3:37])[CH2:38][CH2:39][CH2:40][CH3:41])[CH2:42][CH2:43][CH3:44].[CH3:1][c:2]1[c:3](-[c:10]2[cH:11][c:12]([CH2:16][O:17][CH:18]3[O:19][CH2:20][CH2:21][CH2:22][CH2:23]3)[cH:13][cH:14][cH:15]2)[c:4]([CH3:9])[cH:5][c:6]([OH:8])[cH:7]1.[CH3:63][c:64]1[cH:65][cH:66][cH:67][cH:68][cH:69]1.[CH3:70][CH2:71][CH2:72][CH2:73][CH2:74][CH3:75].[N:45]([C:46]([N:47]1[CH2:48][CH2:49][CH2:50][CH2:51][CH2:52]1)=[O:53])=[N:54][C:55]([N:56]1[CH2:57][CH2:58][CH2:59][CH2:60][CH2:61]1)=[O:62].[OH:24][CH2:25][c:26]1[cH:27][cH:28][cH:29][cH:30][cH:31]1>>[CH3:1][c:2]1[c:3](-[c:10]2[cH:11][c:12]([CH2:16][O:17][CH:18]3[O:19][CH2:20][CH2:21][CH2:22][CH2:23]3)[cH:13][cH:14][cH:15]2)[c:4]([CH3:9])[cH:5][c:6]([O:8][CH2:25][c:26]2[cH:27][cH:28][cH:29][cH:30][cH:31]2)[cH:7]1. Starting materials: CCO, [H][H], O=[N+]([O-])c1ccccc1CCN1CCOCC1. The product is Nc1ccccc1CCN1CCOCC1. Reaction SMILES: [CH3:20][CH2:21][OH:22].[H:18][H:19].[N+:1]([O-:2])(=[O:3])[c:4]1[c:5]([CH2:10][CH2:11][N:12]2[CH2:13][CH2:14][O:15][CH2:16][CH2:17]2)[cH:6][cH:7][cH:8][cH:9]1>>[NH2:1][c:4]1[c:5]([CH2:10][CH2:11][N:12]2[CH2:13][CH2:14][O:15][CH2:16][CH2:17]2)[cH:6][cH:7][cH:8][cH:9]1. Reactants: BrC=1SC=CC1C (2-bromo-3-methylthiophene), FC1=NC=C(C=C1)B(O)O (2-fluoro-5-pyridine-boronic acid). Yields the product FC1=NC=C(C=C1)C=1SC=CC1C (2-Fluoro-5-(3-methyl-thiophen-2-yl)-pyridine). Isolated yield 75.9%. RXN SMILES: Br[C:2]1[S:3][CH:4]=[CH:5][C:6]=1[CH3:7].[F:8][C:9]1[CH:14]=[CH:13][C:12](B(O)O)=[CH:11][N:10]=1>>[F:8][C:9]1[CH:14]=[CH:13][C:12]([C:2]2[S:3][CH:4]=[CH:5][C:6]=2[CH3:7])=[CH:11][N:10]=1. Reported procedure: This compound was prepared in analogy to Example 52, starting from 2-bromo-3-methylthiophene (2.6 g, 15 mmol) and 2-fluoro-5-pyridine-boronic acid (2.3 g, 16.5 mmol, 1.1 equiv.) to obtain 2.2 g of the desired compound as a light yellow oil. MS (ES): m/e 194.2 (M+H)